Dataset: the Open Reaction Database (ORD), a public repository of structured organic reaction records. Task: describe an organic reaction: reactants, conditions, products, and yield Reactants: CN1C(CC[C@@]2(C3=C(CC[C@@H]12)C=C(C=C3)Br)C)=O ((+)-(4aR)-(10bR)-4-methyl-8-bromo-10b-methyl-1,2,3,4,4a,5,6,10b-octahydrobenzo[f]quinolin-3-one), ClC=1C=C(C=CC1O)B(O)O (3-chloro-4-hydroxyphenylboronic acid), C([O-])([O-])=O.[Na+].[Na+] (sodium carbonate), C1CCOC1 (THF). Reagents/catalysts: [Pd].C1(=CC=CC=C1)P(C1=CC=CC=C1)C1=CC=CC=C1.C1(=CC=CC=C1)P(C1=CC=CC=C1)C1=CC=CC=C1.C1(=CC=CC=C1)P(C1=CC=CC=C1)C1=CC=CC=C1.C1(=CC=CC=C1)P(C1=CC=CC=C1)C1=CC=CC=C1 (tetrakis (triphenylphosphine) palladium (0)). The solvent is C(Cl)(Cl)Cl (chloroform). The product is CN1C(CC[C@@]2(C3=C(CC[C@@H]12)C=C(C=C3)C3=CC(=C(C=C3)O)Cl)C)=O ((+)-(4aR)-(10bR)-4-methyl-8-(3-chloro-4-hydroxyphenyl)-10b-methyl-1,2,3,4,4a,5,6,10b-octahydrobenzo[f]quinolin-3-one). The yield is 60.1%. RXN SMILES: [CH3:1][N:2]1[C@H:11]2[C@@:6]([CH3:17])([C:7]3[CH:15]=[CH:14][C:13](Br)=[CH:12][C:8]=3[CH2:9][CH2:10]2)[CH2:5][CH2:4][C:3]1=[O:18].[Cl:19][C:20]1[CH:21]=[C:22](B(O)O)[CH:23]=[CH:24][C:25]=1[OH:26].C(=O)([O-])[O-].[Na+].[Na+].C1COCC1>C(Cl)(Cl)Cl.[Pd].C1(P(C2C=CC=CC=2)C2C=CC=CC=2)C=CC=CC=1.C1(P(C2C=CC=CC=2)C2C=CC=CC=2)C=CC=CC=1.C1(P(C2C=CC=CC=2)C2C=CC=CC=2)C=CC=CC=1.C1(P(C2C=CC=CC=2)C2C=CC=CC=2)C=CC=CC=1>[CH3:1][N:2]1[C@H:11]2[C@@:6]([CH3:17])([C:7]3[CH:15]=[CH:14][C:13]([C:22]4[CH:23]=[CH:24][C:25]([OH:26])=[C:20]([Cl:19])[CH:21]=4)=[CH:12][C:8]=3[CH2:9][CH2:10]2)[CH2:5][CH2:4][C:3]1=[O:18] |f:2.3.4,7.8.9.10.11|. Procedure details: A 15 mL round bottom flask was charged with (+)-(4aR)-(10bR)-4-methyl-8-bromo-10b-methyl-1,2,3,4,4a,5,6,10b-octahydrobenzo[f]quinolin-3-one (200 mg, 0.65 mmol), tetrakis (triphenylphosphine) palladium (0) (23 mg, 0.02 mmol), 3-chloro-4-hydroxyphenylboronic acid (134 mg, 0.78 mmol),0.65 mL of 2M sodium carbonate solution and 2 mL of THF, fitted with a reflux condenser, and the stirred mixture was heated at 80°, under nitrogen, for 24 h. The mixture was cooled, diluted with chloroform (50 mL) and ... The reactants are hexanes ethyl ether, BrC(C(=O)OCC)C(=O)C1=CC(=CC=C1)C#N (ethyl 2-bromo-3-(3-cyanophenyl)-3-oxopropionate), C1(=CC=CC=C1)NC(=S)N (N-phenylthiourea). The solvent is C(C)O (ethanol). Reaction conditions: temperature 80 celsius, time 3 hour. Yields the product C1(=CC=CC=C1)NC=1SC(=C(N1)C1=CC(=CC=C1)C#N)C(=O)OCC (2-(phenylamino)-4-(3-cyanophenyl)-5-carboethoxythiazole). Isolated yield 49.3%. As a reaction SMILES: Br[CH:2]([C:8]([C:10]1[CH:15]=[CH:14][CH:13]=[C:12]([C:16]#[N:17])[CH:11]=1)=O)[C:3]([O:5][CH2:6][CH3:7])=[O:4].[C:18]1([NH:24][C:25]([NH2:27])=[S:26])[CH:23]=[CH:22][CH:21]=[CH:20][CH:19]=1>C(O)C>[C:18]1([NH:24][C:25]2[S:26][C:2]([C:3]([O:5][CH2:6][CH3:7])=[O:4])=[C:8]([C:10]3[CH:15]=[CH:14][CH:13]=[C:12]([C:16]#[N:17])[CH:11]=3)[N:27]=2)[CH:23]=[CH:22][CH:21]=[CH:20][CH:19]=1. Procedure: To a solution of ethyl 2-bromo-3-(3-cyanophenyl)-3-oxopropionate (0.60 g, 2.03 mmol) in 20 mL of absolute ethanol was added N-phenylthiourea (0.31 g, 2.03 mmol). The resulting mixture was stirred at 80° C. for 3 h. The reaction was allowed to cool and the solvent was evaporated in vacuo. The residue was taken up in ethyl acetate, washed with saturated aq NaHCO3 and brine, dried (MgSO4) and concentrated in vacuo to yield a solid. Trituration with hexanes/ethyl ether left the title compound as an ... The product is C(C)NC(=S)N1N=C(CC1)CC (3-ethyl-4,5-dihydro-pyrazole-1-carbothioic acid ethylamide). The reactants are C(C)C1=NNCC1 (3-Ethyl-4,5-dihydro-1H-pyrazole), C(C)N=C=S (ethyl isothiocyanate). The solvent is C(C)O (ethanol). Procedure: 1.25 g (1 mol equiv.) 3-Ethyl-4,5-dihydro-1H-pyrazole (synthesized as described in WO 2008/034863) and 1.45 ml (1.3 mol equiv.) ethyl isothiocyanate were added to 10 mL ethanol. The reaction mixture was refluxed for 5 hours, silica gel was added and volatiles were removed in vacuo. Purification by flash chromatography on silica gel (Et2O:PA=1:1) afforded 1.54 g (65%) 3-ethyl-4,5-dihydro-pyrazole-1-carbothioic acid ethylamide. 1H NMR (400 MHz, CDCl3) δ 1.18 (t, J=7.5 Hz, 3H), 1.25 (t, J=7.2 Hz, 3... Reaction SMILES: [CH2:1]([C:3]1[CH2:7][CH2:6][NH:5][N:4]=1)[CH3:2].[CH2:8]([N:10]=[C:11]=[S:12])[CH3:9]>C(O)C>[CH2:8]([NH:10][C:11]([N:5]1[CH2:6][CH2:7][C:3]([CH2:1][CH3:2])=[N:4]1)=[S:12])[CH3:9]. The yield is 0.8%. The reactants are CN1C(=NC=C1)C1=CC2=NC=CC(=C2S1)NC1=CC=C(C=C1)N (N1-(2-(1-Methyl-1H-imidazol-2-yl)thieno[3,2-b]pyridin-7-yl)benzene-1,4-diamine), [N-]=C=S (isothiocyanate), Cl.Cl.N1C=CC2=NC=CC(=C21)OC2=C(C=C(C=C2)NC(=S)NC(CC2=C(C=CC=C2Cl)Cl)=O)F (N-(4-(1H-Pyrrolo[3,2-b]pyridin-7-yloxy)-3-fluorophenylcarbamothioyl)-2-(2,6-dichlorophenyl)acetamide dihydrochloride), ClC1=C(C(=CC=C1)Cl)CC(=O)N=C=S (2-(2,6-dichlorophenyl)acetyl isothiocyanate). The product is CN1C(=NC=C1)C1=CC2=NC=CC(=C2S1)NC1=CC=C(C=C1)NC(=S)NC(CC1=CC=CC=C1)=O (N-(4-(2-(1-Methyl-1H-imidazol-2-yl)thieno[3,2-b]pyridin-7-ylamino)phenyl carbamothioyl)-2-phenylacetamide). Yield: 12.0%. RXN SMILES: [CH3:1][N:2]1[CH:6]=[CH:5][N:4]=[C:3]1[C:7]1[S:15][C:14]2[C:9](=[N:10][CH:11]=[CH:12][C:13]=2[NH:16][C:17]2[CH:22]=[CH:21][C:20]([NH2:23])=[CH:19][CH:18]=2)[CH:8]=1.Cl.Cl.N1C2C(=NC=CC=2OC2C=CC(N[C:43]([NH:45][C:46](=[O:56])[CH2:47][C:48]3[C:53](Cl)=[CH:52][CH:51]=[CH:50][C:49]=3Cl)=[S:44])=CC=2F)C=C1.ClC1C=CC=C(Cl)C=1CC(N=C=S)=O.[N-]=C=S>>[CH3:1][N:2]1[CH:6]=[CH:5][N:4]=[C:3]1[C:7]1[S:15][C:14]2[C:9](=[N:10][CH:11]=[CH:12][C:13]=2[NH:16][C:17]2[CH:22]=[CH:21][C:20]([NH:23][C:43]([NH:45][C:46](=[O:56])[CH2:47][C:48]3[CH:49]=[CH:50][CH:51]=[CH:52][CH:53]=3)=[S:44])=[CH:19][CH:18]=2)[CH:8]=1 |f:1.2.3|. Procedure: Starting from the compound 301, following the procedures described above for the synthesis of compound 269b (scheme 61, example 222) but replacing 2-(2,6-dichlorophenyl)acetyl isothiocyanate with 2-phenylacethyl isothiocyanate, title compound 302 was obtained in 12% yield, as a yellow solid. 1H NMR (d-DMSO) δ (ppm): 12.47(s, 1H), 11.76(s, 1H), 10.83(s, 1H), 8.41(d, 1H, J=6.9 Hz), 7.84(s, 1H), 7.80(s, 1H), 7.78(s, 1H), 7.55(s, 1H), 7.46(s, 1H), 7.43(s, 1H), 7.32(m, 4H), 7.28-7.20(m, 1H), 7.20(s, ...